Dataset: the Open Reaction Database (ORD), a public repository of structured organic reaction records. Task: describe an organic reaction: reactants, conditions, products, and yield The reactants are [Br-], CCCCCCCCCCCC(=O)Cl, CN(C)C=O, COC(=O)c1ccc(C[P+](c2ccccc2)(c2ccccc2)c2ccccc2)c(N)c1. Product: [Br-], CCCCCCCCCCCC(=O)Nc1cc(C(=O)OC)ccc1C[P+](c1ccccc1)(c1ccccc1)c1ccccc1. As a reaction SMILES: [Br-:15].[C:1]([CH2:2][CH2:3][CH2:4][CH2:5][CH2:6][CH2:7][CH2:8][CH2:9][CH2:10][CH2:11][CH3:12])(=[O:13])[Cl:14].[CH3:47][N:48]([CH3:49])[CH:50]=[O:51].[NH2:16][c:17]1[c:18]([CH2:19][P+:20]([c:21]2[cH:22][cH:23][cH:24][cH:25][cH:26]2)([c:27]2[cH:28][cH:29][cH:30][cH:31][cH:32]2)[c:33]2[cH:34][cH:35][cH:36][cH:37][cH:38]2)[cH:39][cH:40][c:41]([C:43](=[O:44])[O:45][CH3:46])[cH:42]1>>[Br-:15].[C:1]([CH2:2][CH2:3][CH2:4][CH2:5][CH2:6][CH2:7][CH2:8][CH2:9][CH2:10][CH2:11][CH3:12])(=[O:13])[NH:16][c:17]1[c:18]([CH2:19][P+:20]([c:21]2[cH:22][cH:23][cH:24][cH:25][cH:26]2)([c:27]2[cH:28][cH:29][cH:30][cH:31][cH:32]2)[c:33]2[cH:34][cH:35][cH:36][cH:37][cH:38]2)[cH:39][cH:40][c:41]([C:43](=[O:44])[O:45][CH3:46])[cH:42]1. Starting materials: BrC(C(=O)C1=CC(=CC=C1)Cl)CC1=CC=C(C=C1)Cl (2-bromo-1-(3-chlorophenyl)-3-(4-chlorophenyl)propan-1-one), C(#N)CC(=O)OCC (ethyl 2-cyanoacetate), C(=O)([O-])[O-].[K+].[K+] (K2CO3). The solvent is CC(OCC)=O (EA), O (water), CN(C)C=O (DMF). Run at time 2 hour. Product: ClC1=CC=C(CC(C(C(=O)OCC)C#N)C(=O)C2=CC(=CC=C2)Cl)C=C1 (ethyl 3-(4-chlorobenzyl)-4-(3-chlorophenyl)-2-cyano-4-oxobutanoate). The yield is 76.9%. As a reaction SMILES: Br[CH:2]([CH2:12][C:13]1[CH:18]=[CH:17][C:16]([Cl:19])=[CH:15][CH:14]=1)[C:3]([C:5]1[CH:10]=[CH:9][CH:8]=[C:7]([Cl:11])[CH:6]=1)=[O:4].[C:20]([CH2:22][C:23]([O:25][CH2:26][CH3:27])=[O:24])#[N:21].C([O-])([O-])=O.[K+].[K+]>CN(C=O)C.CC(=O)OCC.O>[Cl:19][C:16]1[CH:17]=[CH:18][C:13]([CH2:12][CH:2]([C:3]([C:5]2[CH:10]=[CH:9][CH:8]=[C:7]([Cl:11])[CH:6]=2)=[O:4])[CH:22]([C:20]#[N:21])[C:23]([O:25][CH2:26][CH3:27])=[O:24])=[CH:14][CH:15]=1 |f:2.3.4|. Procedure details: To a solution of 2-bromo-1-(3-chlorophenyl)-3-(4-chlorophenyl)propan-1-one (358 mg, 1 mmol) in DMF (3 mL) was added ethyl 2-cyanoacetate (226 mg, 2 mmol), followed by K2CO3 (276 mg, 2 mmol). The reaction was stirred at RT for 2 h then diluted with EA (10 mL) and water (3 mL). The organic layer was washed with brine (3 mL), dried over Na2SO4 and concentrated to give ethyl 3-(4-chlorobenzyl)-4-(3-chlorophenyl)-2-cyano-4-oxobutanoate (300 mg, 77% yield) as a yellow solid. LCMS: MH+ 390 and TR=2.334... Starting materials: O[C@H]1COCC[C@@H]1N1C=NC2=C3C(=C(C=C2C1=O)CC=1C=NC(=CC1)C=1C=NN(C1)C)C=CC=C3 (3-[(3R,4S)-3-Hydroxytetrahydro-2H-pyran-4-yl]-6-{[6-(1-methyl-1H-pyrazol-4-yl)pyridine-3-yl]methyl}benzo[h]quinazolin-4(3H)-one), CN1N=CC(=C1)B1OC(C(O1)(C)C)(C)C (1-methyl-4-(4,4,5,5-tetramethyl-1,3,2-dioxaborolan-2-yl)-1H-pyrazole). The product is O[C@H]1COCC[C@@H]1N1C=NC2=C3C(=C(C=C2C1=O)CC=1C=NC(=CC1)C(=C)C)C=CC=C3 (3-[(3R,4S)-3-Hydroxytetrahydro-2H-pyran-4-yl]-6-[(6-isopropenylpyridin-3-yl)methyl]benzo[h]quinazolin-4(3H)-one). As a reaction SMILES: [OH:1][C@@H:2]1[C@@H:7]([N:8]2[C:17](=[O:18])[C:16]3[C:11](=[C:12]4[CH:35]=[CH:34][CH:33]=[CH:32][C:13]4=[C:14]([CH2:19][C:20]4[CH:21]=[N:22][C:23]([C:26]5[CH:27]=NN(C)[CH:30]=5)=[CH:24][CH:25]=4)[CH:15]=3)[N:10]=[CH:9]2)[CH2:6][CH2:5][O:4][CH2:3]1.CN1C=C(B2OC(C)(C)C(C)(C)O2)C=N1>>[OH:1][C@@H:2]1[C@@H:7]([N:8]2[C:17](=[O:18])[C:16]3[C:11](=[C:12]4[CH:35]=[CH:34][CH:33]=[CH:32][C:13]4=[C:14]([CH2:19][C:20]4[CH:21]=[N:22][C:23]([C:26]([CH3:27])=[CH2:30])=[CH:24][CH:25]=4)[CH:15]=3)[N:10]=[CH:9]2)[CH2:6][CH2:5][O:4][CH2:3]1. Procedure: 3-[(3R,4S)-3-Hydroxytetrahydro-2H-pyran-4-yl]-6-[(6-isopropenylpyridin-3-yl)methyl]benzo[h]quinazolin-4(3H)-one was prepared by the procedure described for the synthesis of 3-[(3R,4S)-3-Hydroxytetrahydro-2H-pyran-4-yl]-6-{[6-(1-methyl-1H-pyrazol-4-yl)pyridine-3-yl]methyl}benzo[h]quinazolin-4(3H)-one in Example 4, substituting isopropenylboronic acid pinacol ester for 1-methyl-4-(4,4,5,5-tetramethyl-1,3,2-dioxaborolan-2-yl)-1H-pyrazole. Reactants: O=Cc1ccc(C=CC(=O)O)cc1, Nc1cccc(-c2c(C(=O)c3ccccc3)cnc3c(C(F)(F)F)cccc23)c1. Product: O=C(O)C=Cc1ccc(CNc2cccc(-c3c(C(=O)c4ccccc4)cnc4c(C(F)(F)F)cccc34)c2)cc1. Reaction SMILES: [CH:30](=[O:31])[c:32]1[cH:33][cH:34][c:35]([CH:38]=[CH:39][C:40](=[O:41])[OH:42])[cH:36][cH:37]1.[NH2:1][c:2]1[cH:3][c:4](-[c:8]2[c:9]([C:22](=[O:23])[c:24]3[cH:25][cH:26][cH:27][cH:28][cH:29]3)[cH:10][n:11][c:12]3[c:13]([C:18]([F:19])([F:20])[F:21])[cH:14][cH:15][cH:16][c:17]23)[cH:5][cH:6][cH:7]1>>[NH:1]([c:2]1[cH:3][c:4](-[c:8]2[c:9]([C:22](=[O:23])[c:24]3[cH:25][cH:26][cH:27][cH:28][cH:29]3)[cH:10][n:11][c:12]3[c:13]([C:18]([F:19])([F:20])[F:21])[cH:14][cH:15][cH:16][c:17]23)[cH:5][cH:6][cH:7]1)[CH2:30][c:32]1[cH:33][cH:34][c:35]([CH:38]=[CH:39][C:40](=[O:41])[OH:42])[cH:36][cH:37]1. Starting materials: FC1=C(OC2CN(C2)C(CCC(C(=O)N)(C2=CC=CC=C2)C2=CC=CC=C2)(C)C)C=CC=C1OC (5-[3-(2-Fluoro-3-methoxy-phenoxy)-azetidin-1-yl]-5-methyl-2,2-diphenyl-hexanoic acid amide), B(Br)(Br)Br (boron tribromide), B(Br)(Br)Br (Boron tribromide), ice. The solvent is ClCCl (dichloromethane). Reaction conditions: temperature 0 celsius, time 45 minute. The product is N (ammonia), FC1=C(OC2CN(C2)C(CCC(C(=O)N)(C2=CC=CC=C2)C2=CC=CC=C2)(C)C)C=CC=C1O (5-[3-(2-Fluoro-3-hydroxy-phenoxy)-azetidin-1-yl]-5-methyl-2,2-diphenyl-hexanoic acid amide). Reaction SMILES: B(Br)(Br)Br.[F:5][C:6]1[C:37]([O:38]C)=[CH:36][CH:35]=[CH:34][C:7]=1[O:8][CH:9]1[CH2:12][N:11]([C:13]([CH3:33])([CH3:32])[CH2:14][CH2:15][C:16]([C:26]2[CH:31]=[CH:30][CH:29]=[CH:28][CH:27]=2)([C:20]2[CH:25]=[CH:24][CH:23]=[CH:22][CH:21]=2)[C:17]([NH2:19])=[O:18])[CH2:10]1>ClCCl>[NH3:11].[F:5][C:6]1[C:37]([OH:38])=[CH:36][CH:35]=[CH:34][C:7]=1[O:8][CH:9]1[CH2:12][N:11]([C:13]([CH3:33])([CH3:32])[CH2:14][CH2:15][C:16]([C:26]2[CH:27]=[CH:28][CH:29]=[CH:30][CH:31]=2)([C:20]2[CH:25]=[CH:24][CH:23]=[CH:22][CH:21]=2)[C:17]([NH2:19])=[O:18])[CH2:10]1. Reported procedure: Boron tribromide (1M in dichloromethane, 1.5 mL, 1.5 mmol) was added to an ice-cooled solution of the product of example 133(45 mg, 0.094 mmol) in dichloromethane (5 mL) and the mixture was stirred at 0° C. for 45 minutes. The reaction was warmed to room temperature. After 15 min, a further 1.5 mL boron tribromide was added. After 20 minutes, the reaction was quenched with 0.88 ammonia (20 mL) and the solution stirred at room temperature for 18 hours. The organic layer was separated and washed w... The yield is 59.7%. RXN SMILES: [CH3:1][O:2][CH2:3][C:4](=[O:10])[CH2:5][C:6]([O:8][CH3:9])=[O:7].[C:11](OC(=O)C)(=O)C.C(OCC)(OCC)OCC.[CH3:28][O:29][C:30]1[C:31]([NH2:36])=[CH:32][CH:33]=[CH:34][CH:35]=1>>[CH3:1][O:2][CH2:3][C:4]([C:5](=[CH:11][NH:36][C:31]1[CH:32]=[CH:33][CH:34]=[CH:35][C:30]=1[O:29][CH3:28])[C:6]([O:8][CH3:9])=[O:7])=[O:10]. Procedure details: Methyl 4-methoxyacetoacetate (43 ml, 0.33 mol), acetic anhydride (31 ml, 0.33 mol) and triethyl orthoformate (110 ml, 0.66 mol) were heated under reflux for 2 hours, then the excess triethyl orthoformate and the produced ethyl acetate were evaporated from the mixture under reduced pressure. o-Anisidine (43 ml, 0.35 mol) was added and ethanol (15 ml) was distilled over under atmospheric pressure. When cool, the mixture was poured slowly into hexane to produce methyl 2-methoxyacetyl-3-(2-methoxyph... Yields the product COCC(=O)C(C(=O)OC)=CNC1=C(C=CC=C1)OC (methyl 2-methoxyacetyl-3-(2-methoxyphenylamino)acrylate). Starting materials: COCC(CC(=O)OC)=O (Methyl 4-methoxyacetoacetate), C(C)(=O)OC(C)=O (acetic anhydride), C(OCC)(OCC)OCC (triethyl orthoformate), COC=1C(=CC=CC1)N (o-Anisidine).